From a dataset of the Open Reaction Database (ORD), a public repository of structured organic reaction records. describe an organic reaction: reactants, conditions, products, and yield Reactants: C1(=CC=CC=C1)C(C=1SC=CC1)Cl (phenyl-2-thienylmethyl chloride), OC1CCN(CC1)C\C=C\COC1=C(C=CC=C1)[N+](=O)[O-] (4-hydroxy-1-[4-(2-nitrophenoxy)-2(E)-butenyl]piperidine), C(C)(C)N(C(C)C)CC (N,N-diisopropylethylamine), resultant solution. Run in C(C(C)C)C(=O)C (methyl isobutyl ketone). Run at time 2 hour. Yields the product C1(=CC=CC=C1)C(OC1CCN(CC1)C\C=C\COC1=C(C=CC=C1)[N+](=O)[O-])C=1SC=CC1 (4-(phenyl-2-thienylmethoxy)-1-[4-(2-nitrophenoxy)-2(E)-butenyl]piperidine). Isolated yield 65.8%. RXN SMILES: [C:1]1([CH:7](Cl)[C:8]2[S:9][CH:10]=[CH:11][CH:12]=2)[CH:6]=[CH:5][CH:4]=[CH:3][CH:2]=1.[OH:14][CH:15]1[CH2:20][CH2:19][N:18]([CH2:21]/[CH:22]=[CH:23]/[CH2:24][O:25][C:26]2[CH:31]=[CH:30][CH:29]=[CH:28][C:27]=2[N+:32]([O-:34])=[O:33])[CH2:17][CH2:16]1.C(N(CC)C(C)C)(C)C>C(C(C)=O)C(C)C>[C:1]1([CH:7]([C:8]2[S:9][CH:10]=[CH:11][CH:12]=2)[O:14][CH:15]2[CH2:16][CH2:17][N:18]([CH2:21]/[CH:22]=[CH:23]/[CH2:24][O:25][C:26]3[CH:31]=[CH:30][CH:29]=[CH:28][C:27]=3[N+:32]([O-:34])=[O:33])[CH2:19][CH2:20]2)[CH:6]=[CH:5][CH:4]=[CH:3][CH:2]=1. Reported procedure: Into 20 ml of methyl isobutyl ketone were dissolved 2.09 g of phenyl-2-thienylmethyl chloride, 3.50 g of 4-hydroxy-1-[4-(2-nitrophenoxy)-2(E)-butenyl]piperidine and 1.94 g of N,N-diisopropylethylamine, and the resultant solution was heated under reflux with stirring for 2 hours. After cooling, the reaction solution was washed with water, and the solvent was removed under reduced pressure. The residue was eluted with ethanol-chloroform (1:50) by silica gel column chromatography to give 3.06 g of ... Run in O1CCCC1 (tetrahydrofuran), O (water). The yield is 24.4%. Starting materials: aqueous solution, [OH-].[K+] (potassium hydroxide), [O-]C#N.[K+] (potassium cyanate), N12CCNC(CC1)CC2 (1,4-diazabicyclo[3.2.2]nonane), Cl (hydrochloric acid). As a reaction SMILES: [N:1]12[CH2:9][CH2:8][CH:5]([CH2:6][CH2:7]1)[NH:4][CH2:3][CH2:2]2.[O-:10][C:11]#[N:12].[K+].Cl.[OH-].[K+]>O1CCCC1.O>[C:11]([N:4]1[CH:5]2[CH2:8][CH2:9][N:1]([CH2:7][CH2:6]2)[CH2:2][CH2:3]1)(=[O:10])[NH2:12] |f:1.2,4.5|. Procedure: To a solution of 1,4-diazabicyclo[3.2.2]nonane (2.75 g) in a mixture of tetrahydrofuran (40 ml) and water (20 ml) was added potassium cyanate (2.65 g) at ambient temperature. The mixture was adjusted to pH 5.0 with concentrated hydrochloric acid and stirred at 50° C. for 40 minutes. The mixture was poured into 50% aqueous solution of potassium hydroxide. The resulted aqueous solution was extracted with chloroform. The extract was dried over anhydrous potassium carbonate and evaporated to dryness... Reaction conditions: temperature 50 celsius, time 40 minute. The product is C(N)(=O)N1CCN2CCC1CC2 (4-carbamoyl-1,4-diazabicyclo[3.2.2]nonane). Starting materials: CC(=O)O (HOAc), C(#N)C=1N=CC(=NC1NC=1C=C2C=CC=NC2=CC1)N[C@@H](C(=O)N)CC(C)C ((R)-2-(5-cyano-6-(quinolin-6-ylamino)pyrazin-2-ylamino)-4-methylpentanamide), [OH-].[Na+] (NaOH), OO (H2O2). Solvent: CCO (EtOH), CS(=O)C (DMSO). Run at time 60 minute. Product: NC([C@@H](CC(C)C)NC=1N=C(C(=NC1)C(=O)N)NC=1C=C2C=CC=NC2=CC1)=O ((R)-5-(1-amino-4-methyl-1-oxopentan-2-ylamino)-3-(quinolin-6-ylamino)pyrazine-2-carboxamide). Reaction SMILES: [C:1]([C:3]1[N:4]=[CH:5][C:6]([NH:20][C@H:21]([CH2:25][CH:26]([CH3:28])[CH3:27])[C:22]([NH2:24])=[O:23])=[N:7][C:8]=1[NH:9][C:10]1[CH:11]=[C:12]2[C:17](=[CH:18][CH:19]=1)[N:16]=[CH:15][CH:14]=[CH:13]2)#[N:2].[OH-].[Na+].OO.CC(O)=[O:35]>CCO.CS(C)=O>[NH2:24][C:22](=[O:23])[C@H:21]([NH:20][C:6]1[N:7]=[C:8]([NH:9][C:10]2[CH:11]=[C:12]3[C:17](=[CH:18][CH:19]=2)[N:16]=[CH:15][CH:14]=[CH:13]3)[C:3]([C:1]([NH2:2])=[O:35])=[N:4][CH:5]=1)[CH2:25][CH:26]([CH3:28])[CH3:27] |f:1.2|. Reported procedure: A mixture of (R)-2-(6-chloro-5-cyanopyrazin-2-ylamino)-4-methylpentanamide (80 mg, 0.299 mmol), 6-aminoquinoline (60 mg, 0.416 mmol), K2CO3 (65 mg, 0.471 mmol), BINAP (25 mg, 0.040 mmol) and Pd(OAc)2 (10 mg, 0.044 mmol) in dioxane (2 mL) was degassed with Ar, then was stirred at 100 C for 20 h. Water and EtOAc were added. Organic phase was separated, dried over Na2SO4, concentrated in vacuo to give (R)-2-(5-cyano-6-(quinolin-6-ylamino)pyrazin-2-ylamino)-4-methylpentanamide as a crude residue (15... The reactants are BrC1=CC=C(C=C1C)O (4-bromo-5-methyl-phenol), BrC1=CC=C(C=C1C)O (4-bromo-5-methyl-phenol), ClCC(=C)C (3-chloro-2-methyl-propene), S(O)(O)(=O)=O (sulfuric acid). Solvent: O (water). Reaction conditions: time 2 hour. Product: BrC1=CC(=C(C=C1C)O)C(CCl)(C)C (4-Bromo-2-(2-chloro-1,1-dimethyl-ethyl)-5-methyl-phenol). Yield: 41.8%. Reaction SMILES: S(=O)(=O)(O)O.[Br:6][C:7]1[C:12]([CH3:13])=[CH:11][C:10]([OH:14])=[CH:9][CH:8]=1.[Cl:15][CH2:16][C:17]([CH3:19])=[CH2:18]>O>[Br:6][C:7]1[C:12]([CH3:13])=[CH:11][C:10]([OH:14])=[C:9]([C:17]([CH3:19])([CH3:18])[CH2:16][Cl:15])[CH:8]=1. Reported procedure: Concentrated sulfuric acid (1.75 g, 17.8 mmol) was added drop wise to a cooled (ice bath) mixture of 4-bromo-5-methyl-phenol (Compound 45, 10 g, 53.46 mmol) and 3-chloro-2-methyl-propene (5.28 mL, 53.46 mmol). The dark reaction mixture was allowed to warm to ambient temperature and stirred a total of 2 hours. The reaction mixture was diluted with water, and extracted with diethylether. The combined organic extract was washed with brine, dried over anhydrous sodium sulfate, filtered and evaporate... Starting materials: COc1ccc2c(c1)CC(O)CCC2, Cc1ccc(S(=O)(=O)Cl)cc1, c1ccncc1. Product: COc1ccc2c(c1)CC(OS(=O)(=O)c1ccc(C)cc1)CCC2. RXN SMILES: [CH3:1][O:2][c:3]1[cH:4][c:5]2[c:6]([cH:13][cH:14]1)[CH2:7][CH2:8][CH2:9][CH:10]([OH:12])[CH2:11]2.[c:15]1([CH3:25])[cH:16][cH:17][c:18]([S:21](=[O:22])(=[O:23])[Cl:24])[cH:19][cH:20]1.[cH:26]1[cH:27][cH:28][n:29][cH:30][cH:31]1>>[CH3:1][O:2][c:3]1[cH:4][c:5]2[c:6]([cH:13][cH:14]1)[CH2:7][CH2:8][CH2:9][CH:10]([O:12][S:21]([c:18]1[cH:17][cH:16][c:15]([CH3:25])[cH:20][cH:19]1)(=[O:22])=[O:23])[CH2:11]2. Reactants: n1(ncc(c1)C(=O)CBr)C, c1(C(OCC)=O)cn[nH]c1. The reagents and catalysts are c1ccc(cc1)-c2c3ccccc3cc4ccccc24 (9-Phenylanthracene), [O-]P(=O)([O-])[O-].[K+].[K+].[K+] (K3PO4). Run in CC(C)(C)OC (tBME). Conditions: temperature 25 celsius, time 18 hour. Yields the product CCOC(=O)c1cnn(CC(=O)c2cnn(C)c2)c1. RXN SMILES: [CH3:1][CH2:2][O:3][C:4]([c:6]1[cH:10][nH:9][n:8][cH:7]1)=[O:5].[CH3:11][n:12]1[n:16][cH:15][c:14]([C:17]([CH2:19]Br)=[O:18])[cH:13]1>>[CH3:1][CH2:2][O:3][C:4]([c:6]1[cH:10][n:9]([CH2:19][C:17]([c:14]2[cH:13][n:12]([CH3:11])[n:16][cH:15]2)=[O:18])[n:8][cH:7]1)=[O:5]. The reactants are C([O-])([O-])=O.[K+].[K+] (Potassium carbonate), O=C1NC2=C(OC1)N=CC(=C2)C(=O)OC (Methyl 2 oxo-2,3-dihydro-1H-pyrido[2,3-b][1,4]oxazine-7-carboxylate), C(C1=CC=CC=C1)Br (benzyl bromide). The reagents and catalysts are [I-].C(CCC)[N+](CCCC)(CCCC)CCCC (tetrabutylammonium iodide). Run in CCOC(=O)C (EtOAc), C([O-])(O)=O.[Na+] (sodium bicarbonate), CN(C)C=O (DMF). Reaction conditions: temperature 100 celsius. Product: C(C1=CC=CC=C1)N1C2=C(OCC1=O)N=CC(=C2)C(=O)OC (methyl 1-benzyl-2-oxo-2,3-dihydro-1H-pyrido[2,3-b][1,4]oxazine-7-carboxylate). As a reaction SMILES: [O:1]=[C:2]1[CH2:7][O:6][C:5]2[N:8]=[CH:9][C:10]([C:12]([O:14][CH3:15])=[O:13])=[CH:11][C:4]=2[NH:3]1.C(=O)([O-])[O-].[K+].[K+].[CH2:22](Br)[C:23]1[CH:28]=[CH:27][CH:26]=[CH:25][CH:24]=1>CN(C=O)C.[I-].C([N+](CCCC)(CCCC)CCCC)CCC.CCOC(C)=O.C(=O)(O)[O-].[Na+]>[CH2:22]([N:3]1[C:2](=[O:1])[CH2:7][O:6][C:5]2[N:8]=[CH:9][C:10]([C:12]([O:14][CH3:15])=[O:13])=[CH:11][C:4]1=2)[C:23]1[CH:28]=[CH:27][CH:26]=[CH:25][CH:24]=1 |f:1.2.3,6.7,9.10|. Reported procedure: Methyl 2 oxo-2,3-dihydro-1H-pyrido[2,3-b][1,4]oxazine-7-carboxylate (50 mg, 240 μmol) was dissolved in DMF (0.5 mL) in a 2 mL microwave vial containing a magnetic stirrer bar. Potassium carbonate (100 mg, 720 μmol) was added to the vial followed by benzyl bromide (62 mg, 360 μmol) and tetrabutylammonium iodide (10 mg, 27 μmol). The vial was capped and was heated to 100° C. by microwave irradiation for 5 minutes. The reaction mixture was diluted with EtOAc (3 mL) and of saturated aqueous sodium b...